From a dataset of the Open Reaction Database (ORD), a public repository of structured organic reaction records. describe an organic reaction: reactants, conditions, products, and yield Reactants: C1(CCCCC1)C(COC1=NC=C(C(=O)O)C=C1)N1C(=NC2=C1C=C(C(=C2)F)F)C=2C(=NC(=CC2)OC)OC (6-{2-Cyclohexyl-2-[2-(2,6-dimethoxy-pyridin-3-yl)-5,6-difluoro-benzoimidazol-1-yl]-ethoxy}-nicotinic acid), C1(CCCCC1)C(COC1=NC=C(C(=O)O)C=C1)N1C(=NC2=C1C=C(C(=C2)F)F)C=2C(=NC(=CC2)OC)OC (6-{2-Cyclohexyl-2-[2-(2,6-dimethoxy-pyridin-3-yl)-5,6-difluoro-benzoimidazol-1-yl]-ethoxy}-nicotinic acid), COC(C1=CC(=C(C(=C1)F)O)F)=O (3,5-difluoro-4-hydroxy-benzoic acid methyl ester), N′N′N′N-tetramethylazodicarboxylate. The product is COC(C1=CC(=C(C(=C1)F)OCC(N1C(=NC2=C1C=C(C(=C2)F)F)C=2C(=NC(=CC2)OC)OC)C2CCCCC2)F)=O (4-{2-Cyclohexyl-2-[2-(2,6-dimethoxy-pyridin-3-yl)-5,6-difluoro-benzoimidazol-1-yl]-ethoxy}-3,5-difluoro-benzoic acid methyl ester). Reaction SMILES: [CH:1]1([CH:7]([N:19]2[C:23]3[CH:24]=[C:25]([F:29])[C:26]([F:28])=[CH:27][C:22]=3[N:21]=[C:20]2[C:30]2[C:31]([O:38][CH3:39])=[N:32][C:33]([O:36][CH3:37])=[CH:34][CH:35]=2)[CH2:8]OC2C=CC(C(O)=O)=CN=2)[CH2:6][CH2:5][CH2:4][CH2:3][CH2:2]1.[CH3:40][O:41][C:42](=[O:52])[C:43]1[CH:48]=[C:47]([F:49])[C:46]([OH:50])=[C:45]([F:51])[CH:44]=1>>[CH3:40][O:41][C:42](=[O:52])[C:43]1[CH:44]=[C:45]([F:51])[C:46]([O:50][CH2:8][CH:7]([CH:1]2[CH2:6][CH2:5][CH2:4][CH2:3][CH2:2]2)[N:19]2[C:23]3[CH:24]=[C:25]([F:29])[C:26]([F:28])=[CH:27][C:22]=3[N:21]=[C:20]2[C:30]2[C:31]([O:38][CH3:39])=[N:32][C:33]([O:36][CH3:37])=[CH:34][CH:35]=2)=[C:47]([F:49])[CH:48]=1. Procedure details: The title compound was prepared in analogy to Example 4, intermediate, from 2-cyclohexyl-2-[2-(2,6-dimethoxy-pyridin-3-yl)-5,6-difluoro-benzoimidazol-1-yl]-ethanol (Example 73, intermediate b), 3,5-difluoro-4-hydroxy-benzoic acid methyl ester (commercially available), tri-N-butylposphine and N′N′N′N-tetramethylazodicarboxylate. The compound was purified by silica gel chromatography using a MPLC system (CombiFlash Companion, Isco Inc.) eluting with a gradient of n-heptane:tert-butyl methyl ether ... Reactants: COC(=O)C1N(CC(C1)COC1=CC=C(C=C1)C1=NC=2N(C(N(C(C2N1COCC[Si](C)(C)C)=O)CCC)=O)CCC)C(=O)OC(C)(C)C (4-{4-[2,6-Dioxo-1,3-dipropyl-7-(2-trimethylsilanyl-ethoxymethyl)-2,3,6,7-tetrahydro-1H-purin-8-yl]-phenoxymethyl}-pyrrolidine-1,2-dicarboxylic acid 1-tert-butyl ester 2-methyl ester). Run in CO (methanol), Cl (HCl). Run at time 2 hour. Product: COC(=O)C1NCC(C1)COC1=CC=C(C=C1)C1=NC=2N(C(N(C(C2N1)=O)CCC)=O)CCC (4-[4-(2,6-Dioxo-1,3-dipropyl-2,3,6,7-tetrahydro-1H-purin-8-yl)-phenoxymethyl]-pyrrolidine-2-carboxylic acid methyl ester). RXN SMILES: [CH3:1][O:2][C:3]([CH:5]1[CH2:9][CH:8]([CH2:10][O:11][C:12]2[CH:17]=[CH:16][C:15]([C:18]3[N:26](COCC[Si](C)(C)C)[C:25]4[C:24](=[O:35])[N:23]([CH2:36][CH2:37][CH3:38])[C:22](=[O:39])[N:21]([CH2:40][CH2:41][CH3:42])[C:20]=4[N:19]=3)=[CH:14][CH:13]=2)[CH2:7][N:6]1C(OC(C)(C)C)=O)=[O:4]>CO.Cl>[CH3:1][O:2][C:3]([CH:5]1[CH2:9][CH:8]([CH2:10][O:11][C:12]2[CH:17]=[CH:16][C:15]([C:18]3[NH:26][C:25]4[C:24](=[O:35])[N:23]([CH2:36][CH2:37][CH3:38])[C:22](=[O:39])[N:21]([CH2:40][CH2:41][CH3:42])[C:20]=4[N:19]=3)=[CH:14][CH:13]=2)[CH2:7][NH:6]1)=[O:4]. Procedure details: To a solution of 4-{4-[2,6-Dioxo-1,3-dipropyl-7-(2-trimethylsilanyl-ethoxymethyl)-2,3,6,7-tetrahydro-1H-purin-8-yl]-phenoxymethyl}-pyrrolidine-1,2-dicarboxylic acid 1-tert-butyl ester 2-methyl ester (100 mg) in methanol (3 ml), methanolic HCl (3 N, 0.5 ml) was added at 0° C., reaction mixture was stirred at room temperature for 2 hrs. The reaction mixture was evaporated and the residue obtained was purified by column chromatography to offer 4-[4-(2,6-Dioxo-1,3-dipropyl-2,3,6,7-tetrahydro-1H-puri... Starting materials: C(CCCCC)N1CC2C(C2C1)(C)C=1C=C(C=CC1)N (3-(3-hexyl-6-methyl-3-azabicyclo[3.1.0]hex-6-yl)phenylamine), N1=CC=CC=C1 (pyridine), C(CC)S(=O)(=O)Cl (propane-sulfonylchloride). The solvent is ClCCl (dichloromethane). Conditions: time 48 hour. The product is C(CCCCC)N1CC2C(C2C1)(C)C=1C=C(C=CC1)NS(=O)(=O)CCC (N-[3-(3-Hexyl-6-methyl-3-azabicyclo[3.1.0]hex-6-yl)phenyl]-1-propanesulfonamide). The yield is 14.4%. As a reaction SMILES: [CH2:1]([N:7]1[CH2:12][CH:11]2[CH:9]([C:10]2([C:14]2[CH:15]=[C:16]([NH2:20])[CH:17]=[CH:18][CH:19]=2)[CH3:13])[CH2:8]1)[CH2:2][CH2:3][CH2:4][CH2:5][CH3:6].N1C=CC=CC=1.[CH2:27]([S:30](Cl)(=[O:32])=[O:31])[CH2:28][CH3:29]>ClCCl>[CH2:1]([N:7]1[CH2:12][CH:11]2[CH:9]([C:10]2([C:14]2[CH:15]=[C:16]([NH:20][S:30]([CH2:27][CH2:28][CH3:29])(=[O:32])=[O:31])[CH:17]=[CH:18][CH:19]=2)[CH3:13])[CH2:8]1)[CH2:2][CH2:3][CH2:4][CH2:5][CH3:6]. Procedure details: To a solution of 3-(3-hexyl-6-methyl-3-azabicyclo[3.1.0]hex-6-yl)phenylamine (Preparation 12, 200 mg, 0.735 mmol), in dichloromethane (5 ml) at room temperature was added pyridine (0.15 ml, 1.84 mmol) then dropwise over 5 minutes propane-sulfonylchloride (0.16 ml, 202 mg, 1.42 mmol). The mixture was stirred for 48 hours, concentrated in vacuo and the residue was purified by silica (10 g) column chromatography eluting with ethyl acetate then 90:10:1 ethyl acetate:methanol:ammonia solution (0.880)... Product: CN1CC(=O)N(c2ccc(-n3cc4c(n3)CCN(C3CCC3)CC4)cc2)C1=O. Starting materials: Brc1ccc(-n2cc3c(n2)CCN(C2CCC2)CC3)cc1, O=C([O-])[O-], CN1CC(=O)NC1=O, CNCCNC, [Cu]I, [K+], [K+], C1COCCO1. RXN SMILES: [Br:1][c:2]1[cH:3][cH:4][c:5](-[n:8]2[n:9][c:10]3[c:16]([cH:17]2)[CH2:15][CH2:14][N:13]([CH:18]2[CH2:19][CH2:20][CH2:21]2)[CH2:12][CH2:11]3)[cH:6][cH:7]1.[C:30](=[O:31])([O-:32])[O-:33].[CH3:22][N:23]1[C:24](=[O:25])[NH:26][C:27](=[O:28])[CH2:29]1.[CH3:36][NH:37][CH2:38][CH2:39][NH:40][CH3:41].[Cu:48][I:49].[K+:34].[K+:35].[O:42]1[CH2:43][CH2:44][O:45][CH2:46][CH2:47]1>>[c:2]1([N:26]2[C:24](=[O:25])[N:23]([CH3:22])[CH2:29][C:27]2=[O:28])[cH:3][cH:4][c:5](-[n:8]2[n:9][c:10]3[c:16]([cH:17]2)[CH2:15][CH2:14][N:13]([CH:18]2[CH2:19][CH2:20][CH2:21]2)[CH2:12][CH2:11]3)[cH:6][cH:7]1.